From a dataset of the Open Reaction Database (ORD), a public repository of structured organic reaction records. describe an organic reaction: reactants, conditions, products, and yield Reactants: Cc1nc(-n2ccc(O)cc2=O)sc1C(=O)NCc1ccccc1, ClCc1cscn1. Product: Cc1nc(-n2ccc(OCc3cscn3)cc2=O)sc1C(=O)NCc1ccccc1. RXN SMILES: [CH2:8]([c:9]1[cH:10][cH:11][cH:12][cH:13][cH:14]1)[NH:15][C:16](=[O:17])[c:18]1[c:19]([CH3:31])[n:20][c:21](-[n:23]2[c:24](=[O:30])[cH:25][c:26]([OH:29])[cH:27][cH:28]2)[s:22]1.[Cl:1][CH2:2][c:3]1[n:4][cH:5][s:6][cH:7]1>>[CH2:2]([c:3]1[n:4][cH:5][s:6][cH:7]1)[O:29][c:26]1[cH:25][c:24](=[O:30])[n:23](-[c:21]2[n:20][c:19]([CH3:31])[c:18]([C:16]([NH:15][CH2:8][c:9]3[cH:10][cH:11][cH:12][cH:13][cH:14]3)=[O:17])[s:22]2)[cH:28][cH:27]1.